From a dataset of the Open Reaction Database (ORD), a public repository of structured organic reaction records. describe an organic reaction: reactants, conditions, products, and yield Reactants: CC(C)(C)OC(=O)N1CCCN(c2ccc(Br)nc2)CC1, [Li]C(C)(C)C, CCCCC, CC1(C)C(=O)N(Cl)C(=O)N1Cl, [Na+], C1CCOC1, [OH-]. The product is CC(C)(C)OC(=O)N1CCCN(c2ccc(Cl)nc2)CC1. Reaction SMILES: [Br:1][c:2]1[cH:3][cH:4][c:5]([N:8]2[CH2:9][CH2:10][N:11]([C:15](=[O:16])[O:17][C:18]([CH3:19])([CH3:20])[CH3:21])[CH2:12][CH2:13][CH2:14]2)[cH:6][n:7]1.[C:22]([Li:23])([CH3:24])([CH3:25])[CH3:26].[CH3:45][CH2:46][CH2:47][CH2:48][CH3:49].[Cl:27][N:28]1[C:29]([CH3:30])([CH3:31])[C:32](=[O:33])[N:34]([Cl:35])[C:36]1=[O:37].[Na+:39].[O:40]1[CH2:41][CH2:42][CH2:43][CH2:44]1.[OH-:38]>>[c:2]1([Cl:27])[cH:3][cH:4][c:5]([N:8]2[CH2:9][CH2:10][N:11]([C:15](=[O:16])[O:17][C:18]([CH3:19])([CH3:20])[CH3:21])[CH2:12][CH2:13][CH2:14]2)[cH:6][n:7]1. Starting materials: ClC1=CC(=NC=2N1N=C(N2)C2CC2)C (7-chloro-2-cyclopropyl-5-methyl[1,2,4]triazolo[1,5-a]pyrimidine), NC1=CC=C(C=C1)S(F)(F)(F)(F)F (4-aminophenylsulfur pentafluoride). Run in C(C)O (ethanol). The product is C1(CC1)C1=NN2C(N=C(C=C2NC2=CC=C(C=C2)S(F)(F)(F)(F)F)C)=N1 (2-cyclopropyl-5-methyl-N-[4-(pentafluoro-λ6-sulfanyl)phenyl][1,2,4]triazolo[1,5-a]pyrimidin-7-amine). As a reaction SMILES: Cl[C:2]1[N:7]2[N:8]=[C:9]([CH:11]3[CH2:13][CH2:12]3)[N:10]=[C:6]2[N:5]=[C:4]([CH3:14])[CH:3]=1.[NH2:15][C:16]1[CH:21]=[CH:20][C:19]([S:22]([F:27])([F:26])([F:25])([F:24])[F:23])=[CH:18][CH:17]=1>C(O)C>[CH:11]1([C:9]2[N:10]=[C:6]3[N:5]=[C:4]([CH3:14])[CH:3]=[C:2]([NH:15][C:16]4[CH:21]=[CH:20][C:19]([S:22]([F:27])([F:23])([F:24])([F:25])[F:26])=[CH:18][CH:17]=4)[N:7]3[N:8]=2)[CH2:13][CH2:12]1. Procedure details: To a suspension of Intermediate 20 (0.04 g, 0.192 mmol) in ethanol (2.5 mL), 4-aminophenylsulfur pentafluoride (MANCHESTER, 0.042 g, 0.192 mmol) was added and the mixture was stirred under reflux overnight. Solvent was removed in vacuo and the crude mixture was purified by preparative HPLC (SunFire 19×150 mm, H2O 0.1% TFA-ACN 0.1% TFA gradient from 10 to 100%) to yield the title compound as a beige solid. As a reaction SMILES: [Br-:42].[CH2:7]([CH3:8])[O:9][C:10]([CH:11]([CH3:12])[Br:13])=[O:14].[CH3:43][CH2:44][CH2:45][CH2:46][N+:47]([CH2:48][CH2:49][CH2:50][CH3:51])([CH2:52][CH2:53][CH2:54][CH3:55])[CH2:56][CH2:57][CH2:58][CH3:59].[CH3:60][C:61]#[N:62].[Na+:1].[Na+:2].[O-:3][C:4](=[O:5])[O-:6].[O:15]=[S:16]1(=[O:41])[CH2:17][C:18]([CH2:35][CH3:36])([CH2:37][CH2:38][CH2:39][CH3:40])[CH2:19][N:20]([c:29]2[cH:30][cH:31][cH:32][cH:33][cH:34]2)[c:21]2[c:22]1[cH:23][c:24]([OH:28])[c:25]([Br:27])[cH:26]2>>[CH2:7]([CH3:8])[O:9][C:10]([CH:11]([CH3:12])[O:28][c:24]1[cH:23][c:22]2[c:21]([cH:26][c:25]1[Br:27])[N:20]([c:29]1[cH:30][cH:31][cH:32][cH:33][cH:34]1)[CH2:19][C:18]([CH2:35][CH3:36])([CH2:37][CH2:38][CH2:39][CH3:40])[CH2:17][S:16]2(=[O:15])=[O:41])=[O:14]. The reactants are [Br-], CCOC(=O)C(C)Br, CCCC[N+](CCCC)(CCCC)CCCC, CC#N, [Na+], [Na+], O=C([O-])[O-], CCCCC1(CC)CN(c2ccccc2)c2cc(Br)c(O)cc2S(=O)(=O)C1. The product is CCCCC1(CC)CN(c2ccccc2)c2cc(Br)c(OC(C)C(=O)OCC)cc2S(=O)(=O)C1.